From a dataset of the Open Reaction Database (ORD), a public repository of structured organic reaction records. describe an organic reaction: reactants, conditions, products, and yield Starting materials: O=C1CCCN(C2=C1C=CC=C2)C(C2=CC=C(C=C2)NC(C2=C(C=CC=C2)C)=O)=O (5-Oxo-1-[4-(2-methylbenzoylamino)benzoyl]-2,3,4,5-tetrahydro-1H-benzazepine), ice water, solution, C[Mg]Br (methyl magnesium bromide). The solvent is O1CCCC1 (tetrahydrofuran), C(C)OCC (diethyl ether). Reaction conditions: time 1 hour. The product is CC1(CCCN(C2=C1C=CC=C2)C(C2=CC=C(C=C2)NC(C2=C(C=CC=C2)C)=O)=O)O (5-methyl-5-hydroxy-1-[4-(2-methylbenzoylamino)benzoyl]-2,3,4,5-tetrahydro-1H-benzazepine). Reaction SMILES: [O:1]=[C:2]1[C:8]2[CH:9]=[CH:10][CH:11]=[CH:12][C:7]=2[N:6]([C:13](=[O:30])[C:14]2[CH:19]=[CH:18][C:17]([NH:20][C:21](=[O:29])[C:22]3[CH:27]=[CH:26][CH:25]=[CH:24][C:23]=3[CH3:28])=[CH:16][CH:15]=2)[CH2:5][CH2:4][CH2:3]1.[CH3:31][Mg]Br>O1CCCC1.C(OCC)C>[CH3:31][C:2]1([OH:1])[C:8]2[CH:9]=[CH:10][CH:11]=[CH:12][C:7]=2[N:6]([C:13](=[O:30])[C:14]2[CH:19]=[CH:18][C:17]([NH:20][C:21](=[O:29])[C:22]3[CH:27]=[CH:26][CH:25]=[CH:24][C:23]=3[CH3:28])=[CH:16][CH:15]=2)[CH2:5][CH2:4][CH2:3]1. Procedure details: 5-Oxo-1-[4-(2-methylbenzoylamino)benzoyl]-2,3,4,5-tetrahydro-1H-benzazepine (0.50 g) is suspended in tetrahydrofuran (20 ml), and thereto is added dropwise a 3.0M solution of methyl magnesium bromide in diethyl ether (1.5 ml) at room temperature. The mixture is stirred at room temperature for 1 hour. The reaction solution is poured into ice-water (20 ml), and extracted with ethyl acetate. The extract is dried over magnesium sulfate, and the solvent is distilled off. The resulting residue is puri... Starting materials: CS(=O)C1=CC=C(C=C1)C1=COC2=C1C=C(C=C2)C2=NN=C(O2)S (5-[3-[4-(methylsulfinyl)phenyl]-1-benzofuran-5-yl]-1,3,4-oxadiazole-2-thiol), FC=1C=C(CBr)C=CC1 (3-fluorobenzyl bromide). Yields the product FC=1C=C(CSC=2OC(=NN2)C=2C=CC3=C(C(=CO3)C3=CC=C(C=C3)S(=O)C)C2)C=CC1 (2-[(3-fluorobenzyl)thio]-5-[3-[4-(methylsulfinyl)phenyl]-1-benzofuran-5-yl]-1,3,4-oxadiazole). Yield: 87.0%. Reaction SMILES: [CH3:1][S:2]([C:4]1[CH:9]=[CH:8][C:7]([C:10]2[C:14]3[CH:15]=[C:16]([C:19]4[O:23][C:22]([SH:24])=[N:21][N:20]=4)[CH:17]=[CH:18][C:13]=3[O:12][CH:11]=2)=[CH:6][CH:5]=1)=[O:3].[F:25][C:26]1[CH:27]=[C:28]([CH:31]=[CH:32][CH:33]=1)[CH2:29]Br>>[F:25][C:26]1[CH:27]=[C:28]([CH:31]=[CH:32][CH:33]=1)[CH2:29][S:24][C:22]1[O:23][C:19]([C:16]2[CH:17]=[CH:18][C:13]3[O:12][CH:11]=[C:10]([C:7]4[CH:6]=[CH:5][C:4]([S:2]([CH3:1])=[O:3])=[CH:9][CH:8]=4)[C:14]=3[CH:15]=2)=[N:20][N:21]=1. Reported procedure: In the same manner as in Example 7 and using 5-[3-[4-(methylsulfinyl)phenyl]-1-benzofuran-5-yl]-1,3,4-oxadiazole-2-thiol instead of 5-(1H-indazol-5-yl)-1,3,4-oxadiazole-2-thiol and 3-fluorobenzyl bromide instead of 3-(trifluoromethyl)benzyl chloride, the title compound (yield 87%) was obtained as colorless crystals. The reactants are C=CC1CN2CCC1CC2[C@@H](C3=C4C=C(C=CC4=NC=C3)O)O (6-hydroxycinchonine), BrCCCN1C(C=2C(C1=O)=CC=CC2)=O (N-(3-bromopropyl)phthalimide), C([O-])([O-])=O.[K+].[K+] (potassium carbonate), CO (methanol). The reagents and catalysts are C1COCCOCCOCCOCCOCCO1 (18-crown-6). The solvent is CC(=O)C (acetone). The product is O[C@H]([C@H]1C[C@H]2[C@H](CN1CC2)C=C)C2=CC=NC1=CC=C(C=C21)OCCCN2C(C1=CC=CC=C1C2=O)=O ((9S)-2-[3-[(9-hydroxycinchonan-6'-yl)oxy]propyl]-1H-isoindole-1,3(2H)-dione). Isolated yield 26.9%. RXN SMILES: [CH2:1]=[CH:2][CH:3]1[CH:8]2[CH2:9][CH:10]([C@H:11]([OH:23])[C:12]3[CH:21]=[CH:20][N:19]=[C:18]4[C:13]=3[CH:14]=[C:15]([OH:22])[CH:16]=[CH:17]4)[N:5]([CH2:6][CH2:7]2)[CH2:4]1.Br[CH2:25][CH2:26][CH2:27][N:28]1[C:32](=[O:33])[C:31]2=[CH:34][CH:35]=[CH:36][CH:37]=[C:30]2[C:29]1=[O:38].C(=O)([O-])[O-].[K+].[K+].CO>CC(C)=O.C1OCCOCCOCCOCCOCCOC1>[OH:23][C@@H:11]([C:12]1[C:13]2[C:18](=[CH:17][CH:16]=[C:15]([O:22][CH2:25][CH2:26][CH2:27][N:28]3[C:32](=[O:33])[C:31]4[C:30](=[CH:37][CH:36]=[CH:35][CH:34]=4)[C:29]3=[O:38])[CH:14]=2)[N:19]=[CH:20][CH:21]=1)[C@@H:10]1[N:5]2[CH2:6][CH2:7][C@H:8]([C@@H:3]([CH:2]=[CH2:1])[CH2:4]2)[CH2:9]1 |f:2.3.4|. Reported procedure: A mixture of 6-hydroxycinchonine (1) (2.5 g, 8.06 mmol), N-(3-bromopropyl)phthalimide (2.16 g, 8.06 mmol), anhydrous potassium carbonate (1.3 g, 9.4 mmol) and 18-crown-6 (5 mg) in 75 ml of dry acetone was allowed to reflux for 16 h under argon atmosphere. The reaction was cooled to room temperature and 30 ml of methanol was added to make a homogeneous solution. The resulting solution was concentrated and the residue was partially purified on silica gel column chromatography using 5% methanol in ... Starting materials: CC(=O)c1cncc(C(N)=O)c1, CN(C)C=O, O=P(Cl)(Cl)Cl. Yields the product CC(=O)c1cncc(C#N)c1. As a reaction SMILES: [C:6]([CH3:7])(=[O:8])[c:9]1[cH:10][n:11][cH:12][c:13]([C:15]([NH2:16])=[O:17])[cH:14]1.[CH3:18][N:19]([CH3:20])[CH:21]=[O:22].[P:1]([Cl:2])([Cl:3])([Cl:4])=[O:5]>>[C:6]([CH3:7])(=[O:8])[c:9]1[cH:10][n:11][cH:12][c:13]([C:15]#[N:16])[cH:14]1.